From a dataset of the Open Reaction Database (ORD), a public repository of structured organic reaction records. describe an organic reaction: reactants, conditions, products, and yield The reactants are O.[C@@H]1([C@H](O)[C@H](O)[C@@H](CO)O1)N1C=NC2=C(N)[N+](=CN=C12)[O-] (adenosine 1-oxide monohydrate), [OH-].[Na+] (sodium hydroxide), [NH4+] (ammonium), N1=CC=CC=C1 (pyridine), C(=S)=S (carbon disulfide). The product is C1=NC2=C(NC(=S)N=C2N1[C@H]3[C@@H]([C@@H]([C@H](O3)CO)O)O)N (2-thioadenosine). Procedure details: In the same manner as described in Example 11, 9.6 g of adenosine 1-oxide monohydrate was treated with a 5N sodium hydroxide aqueous solution and Diaion SK-1B (ammonium-type) to obtain a residue. 200 ml of pyridine and then 60 ml of carbon disulfide were added to the above residue, and the resulting mixture was allowed to react in an autoclave at 120° C for 5 hours under autogenous pressure (about 10 Kg/cm2). The reaction mixture was concentrated to dryness, and the residue was worked up in the ... Reaction SMILES: O.[C@@H:2]1([N:11]2[C:20]3[C:14](=[C:15]([N+:17]([O-])=[CH:18][N:19]=3)[NH2:16])[N:13]=[CH:12]2)[O:10][C@H:7]([CH2:8][OH:9])[C@@H:5]([OH:6])[C@H:3]1[OH:4].[OH-].[Na+].[NH4+].N1C=CC=CC=1.C(=S)=[S:32]>>[CH:12]1[N:11]([C@@H:2]2[O:10][C@H:7]([CH2:8][OH:9])[C@@H:5]([OH:6])[C@H:3]2[OH:4])[C:20]2[C:14](=[C:15]([NH2:16])[NH:17][C:18]([N:19]=2)=[S:32])[N:13]=1 |f:0.1,2.3|. Isolated yield 98.0%. Reactants: CN(C)C=O, C[Si](C)(C)[N-][Si](C)(C)C, COc1ccc(C(=O)Oc2ccc([N+](=O)[O-])cc2)c2cc(S(=O)(=O)N(C)C)oc12, Cc1cnccc1N, [Na+], O. The product is COc1ccc(C(=O)Nc2ccncc2C)c2cc(S(=O)(=O)N(C)C)oc12. Reaction SMILES: [CH3:49][N:50]([CH3:51])[CH:52]=[O:53].[CH3:9][Si:10]([CH3:11])([CH3:12])[N-:13][Si:14]([CH3:15])([CH3:16])[CH3:17].[N+:19]([c:20]1[cH:21][cH:22][c:23]([O:28][C:29](=[O:24])[c:31]2[cH:32][cH:33][c:34]([O:46][CH3:47])[c:35]3[c:36]2[cH:37][c:38]([S:40]([N:41]([CH3:42])[CH3:43])(=[O:44])=[O:45])[o:39]3)[cH:25][cH:26]1)([O-:27])=[O:30].[NH2:1][c:2]1[c:3]([CH3:8])[cH:4][n:5][cH:6][cH:7]1.[Na+:18].[OH2:48]>>[NH:1]([c:2]1[c:3]([CH3:8])[cH:4][n:5][cH:6][cH:7]1)[C:29](=[O:28])[c:31]1[cH:32][cH:33][c:34]([O:46][CH3:47])[c:35]2[c:36]1[cH:37][c:38]([S:40]([N:41]([CH3:42])[CH3:43])(=[O:44])=[O:45])[o:39]2. Reactants: COC=1C(=C(C=O)C(=C(C1OC)OC)OC)C (3,4,5,6-tetramethoxy-2-methylbenzaldehyde), Grignard reagent, [Cl-].[NH4+] (ammonium chloride), C(C1=CC=CC=C1)OC1=C(C=CC=C1)Br (2-(benzyloxy)bromobenzene), [Mg] (magnesium). Run in O1CCCC1 (tetrahydrofuran), O1CCCC1 (tetrahydrofuran). Conditions: time 2 hour. The product is COC=1C(=C(C(=C(C1OC)OC)OC)C(O)C1=C(C=CC=C1)OCC1=CC=CC=C1)C (1-(3,4,5,6-Tetramethoxy-2-methylphenyl)-1-(2-benzyloxyphenyl)methanol). Isolated yield 100.0%. Reaction SMILES: [CH2:1]([O:8][C:9]1[CH:14]=[CH:13][CH:12]=[CH:11][C:10]=1Br)[C:2]1[CH:7]=[CH:6][CH:5]=[CH:4][CH:3]=1.[Mg].[CH3:17][O:18][C:19]1[C:20]([CH3:33])=[C:21]([C:24]([O:31][CH3:32])=[C:25]([O:29][CH3:30])[C:26]=1[O:27][CH3:28])[CH:22]=[O:23].[Cl-].[NH4+]>O1CCCC1>[CH3:17][O:18][C:19]1[C:20]([CH3:33])=[C:21]([CH:22]([C:10]2[CH:11]=[CH:12][CH:13]=[CH:14][C:9]=2[O:8][CH2:1][C:2]2[CH:7]=[CH:6][CH:5]=[CH:4][CH:3]=2)[OH:23])[C:24]([O:31][CH3:32])=[C:25]([O:29][CH3:30])[C:26]=1[O:27][CH3:28] |f:3.4|. Procedure: Under ice-cooling, into a Grignard reagent (35 ml, a tetrahydrofuran solution) prepared from 2-(benzyloxy)bromobenzene (11.50 g, 0.044 mol) and magnesium (1.16 g, 0.048 mol) was dropped a solution of 3,4,5,6-tetramethoxy-2-methylbenzaldehyde (5.00 g, 0.021 mol) in anhydrous tetrahydrofuran (30 ml) and the mixture was stirred for 2 hours more. The reaction solution was poured into a saturated aqueous solution of ammonium chloride followed by extracting with ether. The extract was washed with a sa... Reactants: C(=O)O (Formic acid), [OH-].[Na+] (NaOH), N([C@@H](CC(C)C)C(=O)N[C@@H](CC(C)C)C(=O)N[C@@H](CCCCNC(=O)OCC1=CC=CC=C1)C(=O)N[C@@H](CC(C)C)C(=O)N[C@@H](CC(C)C)C(=O)OC)C(=O)OC(C)(C)C (Boc-Leu-Leu-Lys(Z)-Leu-Leu-OMe), C1CCOC1 (THF). The solvent is O (H2O), O (H2O), C(C)(=O)OCC (ethyl acetate). Conditions: temperature 62.5 celsius, time 2 hour. Yields the product N([C@@H](CC(C)C)C(=O)N[C@@H](CC(C)C)C(=O)N[C@@H](CCCCNC(=O)OCC1=CC=CC=C1)C(=O)N[C@@H](CC(C)C)C(=O)N[C@@H](CC(C)C)C(=O)O)C(=O)OC(C)(C)C (Boc-Leu-Leu-Lys(Z)-Leu-Leu-OH). Isolated yield 97.5%. As a reaction SMILES: [OH-].[Na+].[NH:3]([C:56]([O:58][C:59]([CH3:62])([CH3:61])[CH3:60])=[O:57])[C@H:4]([C:9]([NH:11][C@H:12]([C:17]([NH:19][C@H:20]([C:36]([NH:38][C@H:39]([C:44]([NH:46][C@H:47]([C:52]([O:54]C)=[O:53])[CH2:48][CH:49]([CH3:51])[CH3:50])=[O:45])[CH2:40][CH:41]([CH3:43])[CH3:42])=[O:37])[CH2:21][CH2:22][CH2:23][CH2:24][NH:25][C:26]([O:28][CH2:29][C:30]1[CH:35]=[CH:34][CH:33]=[CH:32][CH:31]=1)=[O:27])=[O:18])[CH2:13][CH:14]([CH3:16])[CH3:15])=[O:10])[CH2:5][CH:6]([CH3:8])[CH3:7].C1COCC1.C(O)=O>O.C(OCC)(=O)C>[NH:3]([C:56]([O:58][C:59]([CH3:62])([CH3:61])[CH3:60])=[O:57])[C@H:4]([C:9]([NH:11][C@H:12]([C:17]([NH:19][C@H:20]([C:36]([NH:38][C@H:39]([C:44]([NH:46][C@H:47]([C:52]([OH:54])=[O:53])[CH2:48][CH:49]([CH3:50])[CH3:51])=[O:45])[CH2:40][CH:41]([CH3:42])[CH3:43])=[O:37])[CH2:21][CH2:22][CH2:23][CH2:24][NH:25][C:26]([O:28][CH2:29][C:30]1[CH:35]=[CH:34][CH:33]=[CH:32][CH:31]=1)=[O:27])=[O:18])[CH2:13][CH:14]([CH3:16])[CH3:15])=[O:10])[CH2:5][CH:6]([CH3:8])[CH3:7] |f:0.1|. Procedure details: A solution of NaOH(1.44 g, 36.0 mmol) in H2O (15.0 g) was added at 20-25° C. over 5 min to a mixture of Boc-Leu-Leu-Lys(Z)-Leu-Leu-OMe (SEQ. ID No. 2) (12.0 g, 14.16 mmol) THF (48.0 g) and H2O (18.0 g). The resulting mixture was stirred for 2 h. 98% Formic acid (5 g) was added, followed by ethyl acetate (30.0 g). The resulting organic phase was washed with H2O, concentrated in vacuo and the residue was dissolved in MeOH (60.0 g). The solids were filtered and rinsed with an additional portion of ...